From a dataset of the Open Reaction Database (ORD), a public repository of structured organic reaction records. describe an organic reaction: reactants, conditions, products, and yield Starting materials: COc1c([N+](=O)[O-])ccc(N2CCN(C(C)C)CC2)c1C, CO. Product: COc1c(N)ccc(N2CCN(C(C)C)CC2)c1C. RXN SMILES: [CH3:1][CH:2]([CH3:3])[N:4]1[CH2:5][CH2:6][N:7]([c:10]2[c:11]([CH3:21])[c:12]([O:19][CH3:20])[c:13]([N+:16]([O-:17])=[O:18])[cH:14][cH:15]2)[CH2:8][CH2:9]1.[CH3:22][OH:23]>>[CH3:1][CH:2]([CH3:3])[N:4]1[CH2:5][CH2:6][N:7]([c:10]2[c:11]([CH3:21])[c:12]([O:19][CH3:20])[c:13]([NH2:16])[cH:14][cH:15]2)[CH2:8][CH2:9]1.